This data is from the Open Reaction Database (ORD), a public repository of structured organic reaction records. The task is: describe an organic reaction: reactants, conditions, products, and yield Reactants: Cl (hydrochloric acid), solution, [OH-].[Na+] (sodium hydroxide), C(C)OC(=O)C(OC1=C(C=C(C=C1)CN1C(=NC=2C1=NC(=CC2C)C)CC)CCC)C2=CC1=C(C=C2)OCO1 (3-[4-(1-ethoxycarbonyl-1-(3,4-methylenedioxy-phenyl)methoxy)-3-propylphenylmethyl]-5,7-dimethyl-2-ethyl-3H-imidazo[4,5-b]pyridine). Run in CO (methanol). Conditions: time 2 hour. Product: C(=O)(O)C(OC1=C(C=C(C=C1)CN1C(=NC=2C1=NC(=CC2C)C)CC)CCC)C2=CC1=C(C=C2)OCO1 (3-[4-(1-carboxy-1-(3,4-methylenedioxyphenyl)methoxy)-3-propylphenylmethyl]-5,7-dimethyl-2-ethyl-3H-imidazo[4,5-b]pyridine). Yield: 86.6%. Reaction SMILES: C([O:3][C:4]([CH:6]([C:31]1[CH:36]=[CH:35][C:34]2[O:37][CH2:38][O:39][C:33]=2[CH:32]=1)[O:7][C:8]1[CH:13]=[CH:12][C:11]([CH2:14][N:15]2[C:19]3=[N:20][C:21]([CH3:25])=[CH:22][C:23]([CH3:24])=[C:18]3[N:17]=[C:16]2[CH2:26][CH3:27])=[CH:10][C:9]=1[CH2:28][CH2:29][CH3:30])=[O:5])C.[OH-].[Na+].Cl>CO>[C:4]([CH:6]([C:31]1[CH:36]=[CH:35][C:34]2[O:37][CH2:38][O:39][C:33]=2[CH:32]=1)[O:7][C:8]1[CH:13]=[CH:12][C:11]([CH2:14][N:15]2[C:19]3=[N:20][C:21]([CH3:25])=[CH:22][C:23]([CH3:24])=[C:18]3[N:17]=[C:16]2[CH2:26][CH3:27])=[CH:10][C:9]=1[CH2:28][CH2:29][CH3:30])([OH:5])=[O:3] |f:1.2|. Procedure: To a solution of 0.340 g (0.64 mmol) of the product of step A dissolved in 2 mL methanol was added 130 μL of a 5.0N solution of sodium hydroxide and the reaction mixture was stirred at room temperature for 2 hours. At this point the reaction mixture was adjusted to pH=6 with dropwise addition of 6.0N hydrochloric acid and the reaction mixture was concentrated in vacuo. The residue was applied to a silica gel flash chromatography column and eluted with CHCl3 -MeOH--NH4OH (80:15:1). The purified f...